Dataset: the Open Reaction Database (ORD), a public repository of structured organic reaction records. Task: describe an organic reaction: reactants, conditions, products, and yield Reaction SMILES: [CH2:1]([CH2:2][CH2:3][CH3:4])[Sn:5]([C:6]1=[CH:7][CH:8]([NH:11][C:12]([O:13][C:14]([CH3:15])([CH3:16])[CH3:17])=[O:18])[CH2:9][CH2:10]1)([CH2:19][CH2:20][CH2:21][CH3:22])[CH2:23][CH2:24][CH2:25][CH3:26].[CH3:27][I:28].[CH3:33][N:34]([CH3:35])[CH:36]=[O:37].[Cl-:31].[H-:29].[NH4+:32].[Na+:30]>>[CH2:1]([CH2:2][CH2:3][CH3:4])[Sn:5]([C:6]1=[CH:7][CH:8]([N:11]([C:12]([O:13][C:14]([CH3:15])([CH3:16])[CH3:17])=[O:18])[CH3:27])[CH2:9][CH2:10]1)([CH2:19][CH2:20][CH2:21][CH3:22])[CH2:23][CH2:24][CH2:25][CH3:26]. Yields the product CCCC[Sn](CCCC)(CCCC)C1=CC(N(C)C(=O)OC(C)(C)C)CC1. Starting materials: CCCC[Sn](CCCC)(CCCC)C1=CC(NC(=O)OC(C)(C)C)CC1, CI, CN(C)C=O, [Cl-], [H-], [NH4+], [Na+].